Dataset: the Open Reaction Database (ORD), a public repository of structured organic reaction records. Task: describe an organic reaction: reactants, conditions, products, and yield Reactants: N1=C(C=CC2=CC=CC=C12)COC1=CC=C(CC=2C=C(C(=O)O)C=CC2)C=C1 (3-(4-(2-quinolinylmethyloxy)benzyl)benzoic acid), S(=O)(Cl)Cl (thionyl chloride). The reagents and catalysts are CN(C=O)C (dimethylformamide). The solvent is ClCCl (dichloromethane). Yields the product N1=C(C=CC2=CC=CC=C12)COC1=CC=C(CC=2C=C(C(=O)Cl)C=CC2)C=C1 (3-(4-(2-quinolinylmethyloxy)benzyl)benzoyl choride). Reaction SMILES: [N:1]1[C:10]2[C:5](=[CH:6][CH:7]=[CH:8][CH:9]=2)[CH:4]=[CH:3][C:2]=1[CH2:11][O:12][C:13]1[CH:28]=[CH:27][C:16]([CH2:17][C:18]2[CH:19]=[C:20]([CH:24]=[CH:25][CH:26]=2)[C:21](O)=[O:22])=[CH:15][CH:14]=1.S(Cl)([Cl:31])=O>ClCCl.CN(C)C=O>[N:1]1[C:10]2[C:5](=[CH:6][CH:7]=[CH:8][CH:9]=2)[CH:4]=[CH:3][C:2]=1[CH2:11][O:12][C:13]1[CH:28]=[CH:27][C:16]([CH2:17][C:18]2[CH:19]=[C:20]([CH:24]=[CH:25][CH:26]=2)[C:21]([Cl:31])=[O:22])=[CH:15][CH:14]=1. Reported procedure: To (0.05 mol) of 3-(4-(2-quinolinylmethyloxy)benzyl)benzoic acid in dichloromethane solution (500 ml) and chilled in an ice bath is added thionyl chloride (0.06 mol) and a few drops of dimethylformamide. Upon completion of the reaction, the clear solution is evaporated to give 3-(4-(2-quinolinylmethyloxy)benzyl)benzoyl choride. As a reaction SMILES: C[O:2][C:3](=[O:35])[CH:4]([NH:16][C:17]1[CH:22]=[CH:21][CH:20]=[CH:19][C:18]=1[C:23](=[O:34])[C:24]1[CH:29]=[CH:28][C:27]([C:30]([CH3:33])([CH3:32])[CH3:31])=[CH:26][CH:25]=1)[CH2:5][C:6]1[CH:11]=[CH:10][C:9]([O:12][CH2:13][CH2:14]Br)=[CH:8][CH:7]=1.[CH:36]1[C:48]2[NH:47][C:46]3[C:41](=[CH:42][CH:43]=[CH:44][CH:45]=3)[C:40]=2[CH:39]=[CH:38][CH:37]=1.[OH-].[Na+]>C1C=CC=CC=1.[Br-].C([N+](CCCC)(CCCC)CCCC)CCC>[C:30]([C:27]1[CH:26]=[CH:25][C:24]([C:23]([C:18]2[CH:19]=[CH:20][CH:21]=[CH:22][C:17]=2[NH:16][CH:4]([CH2:5][C:6]2[CH:11]=[CH:10][C:9]([O:12][CH2:13][CH2:14][C:45]3[C:46]4[NH:47][C:48]5[C:40](=[CH:39][CH:38]=[CH:37][CH:36]=5)[C:41]=4[CH:42]=[CH:43][CH:44]=3)=[CH:8][CH:7]=2)[C:3]([OH:2])=[O:35])=[O:34])=[CH:29][CH:28]=1)([CH3:33])([CH3:31])[CH3:32] |f:2.3,5.6|. The reagents and catalysts are [Br-].C(CCC)[N+](CCCC)(CCCC)CCCC (tetrabutyl ammonium bromide). The yield is 46.8%. Starting materials: COC(C(CC1=CC=C(C=C1)OCCBr)NC1=C(C=CC=C1)C(C1=CC=C(C=C1)C(C)(C)C)=O)=O (2-[(2-(4-tert-butylbenzoyl)phenyl)amino]-3-[4-(2-bromoethoxy)-phenyl]-propionic acid methyl ester), C1=CC=CC=2C3=CC=CC=C3NC12 (carbazole), [OH-].[Na+] (NaOH). The solvent is C1=CC=CC=C1 (benzene), C1=CC=CC=C1 (benzene). Yields the product C(C)(C)(C)C1=CC=C(C(=O)C2=C(C=CC=C2)NC(C(=O)O)CC2=CC=C(C=C2)OCCC2=CC=CC=3C4=CC=CC=C4NC23)C=C1 (2-[(2-(4-tert-butylbenzoyl)phenyl)amino]-3-[4-(2-carbazolylethoxy)-phenyl]-propionic acid). Procedure details: To a solution of 2-[(2-(4-tert-butylbenzoyl)phenyl)amino]-3-[4-(2-bromoethoxy)-phenyl]-propionic acid methyl ester (0.26 g, 0.49 mmol) and carbazole (0.082 g, 0.49 mmol) in benzene (10 ml) is added tetrabutyl ammonium bromide (0.08 g) and 50% NaOH aqueous solution (0.084 g, 1.08 mmol), then the mixture is heated to reflux for 10 h. After cooled, benzene (30 ml) is added, and the mixture is washed with water (3×30 ml). Then the solvent is evaporated under a vacuum. The crude product is purified b... The reactants are CC(C)OCCNc1ccc(C(=O)N2CCN(CCc3ccc(Cl)cc3)CC2)cc1, O=C(Cl)CCl, ClCCl. Product: CC(C)OCCN(C(=O)CCl)c1ccc(C(=O)N2CCN(CCc3ccc(Cl)cc3)CC2)cc1. As a reaction SMILES: [CH:1]([CH3:2])([CH3:3])[O:4][CH2:5][CH2:6][NH:7][c:8]1[cH:9][cH:10][c:11]([C:12](=[O:13])[N:14]2[CH2:15][CH2:16][N:17]([CH2:20][CH2:21][c:22]3[cH:23][cH:24][c:25]([Cl:28])[cH:26][cH:27]3)[CH2:18][CH2:19]2)[cH:29][cH:30]1.[Cl:31][CH2:32][C:33](=[O:34])[Cl:35].[Cl:36][CH2:37][Cl:38]>>[CH:1]([CH3:2])([CH3:3])[O:4][CH2:5][CH2:6][N:7]([c:8]1[cH:9][cH:10][c:11]([C:12](=[O:13])[N:14]2[CH2:15][CH2:16][N:17]([CH2:20][CH2:21][c:22]3[cH:23][cH:24][c:25]([Cl:28])[cH:26][cH:27]3)[CH2:18][CH2:19]2)[cH:29][cH:30]1)[C:33]([CH2:32][Cl:31])=[O:34]. The reactants are FC1CN(CCN1C)C1=CC=C(C=C1)NC1=NC=C(C(=N1)C=1C=C(C=CC1)NC(C=C)=O)NC1=CC(=CC=C1)F (N-(3-(2-((4-(3-fluoro-4-methylpiperazin-1-yl)phenyl)amino)-5-((3-fluorophenyl)amino)pyrimidin-4-yl)phenyl)acrylamide), ClC1=NC=C(C(=N1)Cl)NC1=CC(=CC=C1)F (2,4-dichloro-N-(3-fluorophenyl)pyrimidin-5-amine), C(C=C)(=O)NC=1C=C(C=CC1)B(O)O ((3-acrylamidophenyl)boronic acid). Reagents/catalysts: [Pd] (palladium). The product is ClC1=NC=C(C(=N1)C=1C=C(C=CC1)NC(C=C)=O)NC1=CC(=CC=C1)F (N-(3-(2-chloro-5-((3-fluorophenyl)amino)pyrimidin-4-yl)phenyl)acrylamide). Reaction SMILES: FC1N(C)CCN(C2C=CC(N[C:16]3[N:21]=[C:20]([C:22]4[CH:23]=[C:24]([NH:28][C:29](=[O:32])[CH:30]=[CH2:31])[CH:25]=[CH:26][CH:27]=4)[C:19]([NH:33][C:34]4[CH:39]=[CH:38][CH:37]=[C:36]([F:40])[CH:35]=4)=[CH:18][N:17]=3)=CC=2)C1.[Cl:41]C1N=C(Cl)C(NC2C=CC=C(F)C=2)=CN=1.C(NC1C=C(B(O)O)C=CC=1)(=O)C=C>[Pd]>[Cl:41][C:16]1[N:21]=[C:20]([C:22]2[CH:23]=[C:24]([NH:28][C:29](=[O:32])[CH:30]=[CH2:31])[CH:25]=[CH:26][CH:27]=2)[C:19]([NH:33][C:34]2[CH:39]=[CH:38][CH:37]=[C:36]([F:40])[CH:35]=2)=[CH:18][N:17]=1. Procedure details: As an example, N-(3-(2-((4-(3-fluoro-4-methylpiperazin-1-yl)phenyl)amino)-5-((3-fluorophenyl)amino)pyrimidin-4-yl)phenyl)acrylamide can be prepared according to Route I. Beginning with 2,4-dichloro-N-(3-fluorophenyl)pyrimidin-5-amine, a palladium catalyzed coupling reaction with (3-acrylamidophenyl)boronic acid provides N-(3-(2-chloro-5-((3-fluorophenyl)amino)pyrimidin-4-yl)phenyl)acrylamide under mild conditions. Reaction of this product with 4-(3-fluoro-4-methylpiperazin-1-yl)aniline under pal... Starting materials: BrCC(=O)Br (2-bromoacetyl bromide), C(C1=CC=CC=C1)NCC (N-benzyl-N-ethylamine), COC1=CC=C(C=N1)NS(=O)(=O)C1=CC2=CC=CC=C2C=C1 (naphthalene-2-sulfonic acid (6-methoxy-pyridin-3-yl)-amide). Yields the product C(C1=CC=CC=C1)N(C(CN(S(=O)(=O)C1=CC2=CC=CC=C2C=C1)C=1C=NC(=CC1)OC)=O)CC (N-Benzyl-N-ethyl-2-[(6-methoxy-pyridin-3-yl)-(naphthalene-2-sulfonyl)-amino]-acetamide). As a reaction SMILES: Br[CH2:2][C:3](Br)=[O:4].[CH2:6]([NH:13][CH2:14][CH3:15])[C:7]1[CH:12]=[CH:11][CH:10]=[CH:9][CH:8]=1.[CH3:16][O:17][C:18]1[N:23]=[CH:22][C:21]([NH:24][S:25]([C:28]2[CH:37]=[CH:36][C:35]3[C:30](=[CH:31][CH:32]=[CH:33][CH:34]=3)[CH:29]=2)(=[O:27])=[O:26])=[CH:20][CH:19]=1>>[CH2:6]([N:13]([CH2:14][CH3:15])[C:3](=[O:4])[CH2:2][N:24]([C:21]1[CH:22]=[N:23][C:18]([O:17][CH3:16])=[CH:19][CH:20]=1)[S:25]([C:28]1[CH:37]=[CH:36][C:35]2[C:30](=[CH:31][CH:32]=[CH:33][CH:34]=2)[CH:29]=1)(=[O:26])=[O:27])[C:7]1[CH:12]=[CH:11][CH:10]=[CH:9][CH:8]=1. Procedure: prepared by reaction of 2-bromoacetyl bromide with N-benzyl-N-ethylamine and naphthalene-2-sulfonic acid (6-methoxy-pyridin-3-yl)-amide